From a dataset of the Open Reaction Database (ORD), a public repository of structured organic reaction records. describe an organic reaction: reactants, conditions, products, and yield The reactants are CC=1C=CN2N=C(N(C(C21)=O)C2=CC=CC=C2)[C@H](C)NC=2C1=C(N=CN2)N(C=C1C1=CN=C(O1)C)COCC[Si](C)(C)C ((S)-5-Methyl-2-(1-((5-(2-methyloxazol-5-yl)-7-((2-(trimethylsilyl)ethoxy)methyl)-7H-pyrrolo[2,3-d]pyrimidin-4-yl)amino)ethyl)-3-phenylpyrrolo[2,1-f][1,2,4]triazin-4(3H)-one), FC(C(=O)O)(F)F (trifluoroacetic acid), N (ammonia). The product is CC=1C=CN2N=C(N(C(C21)=O)C2=CC=CC=C2)[C@H](C)NC=2C1=C(N=CN2)NC=C1C1=CN=C(O1)C ((S)-5-Methyl-2-(1-((5-(2-methyloxazol-5-yl)-7H-pyrrolo[2,3-d]pyrimidin-4-yl)amino)ethyl)-3-phenylpyrrolo[2,1-f][1,2,4]triazin-4(3H)-one). Isolated yield 96.5%. Reaction SMILES: [CH3:1][C:2]1[CH:3]=[CH:4][N:5]2[C:10]=1[C:9](=[O:11])[N:8]([C:12]1[CH:17]=[CH:16][CH:15]=[CH:14][CH:13]=1)[C:7]([C@@H:18]([NH:20][C:21]1[C:22]3[C:29]([C:30]4[O:34][C:33]([CH3:35])=[N:32][CH:31]=4)=[CH:28][N:27](COCC[Si](C)(C)C)[C:23]=3[N:24]=[CH:25][N:26]=1)[CH3:19])=[N:6]2.FC(F)(F)C(O)=O.N>>[CH3:1][C:2]1[CH:3]=[CH:4][N:5]2[C:10]=1[C:9](=[O:11])[N:8]([C:12]1[CH:13]=[CH:14][CH:15]=[CH:16][CH:17]=1)[C:7]([C@@H:18]([NH:20][C:21]1[C:22]3[C:29]([C:30]4[O:34][C:33]([CH3:35])=[N:32][CH:31]=4)=[CH:28][NH:27][C:23]=3[N:24]=[CH:25][N:26]=1)[CH3:19])=[N:6]2. Reported procedure: (S)-5-Methyl-2-(1-((5-(2-methyloxazol-5-yl)-7-((2-(trimethylsilyl)ethoxy)methyl)-7H-pyrrolo[2,3-d]pyrimidin-4-yl)amino)ethyl)-3-phenylpyrrolo[2,1-f][1,2,4]triazin-4(3H)-one (31 mg, 0.05 mmol) was treated with trifluoroacetic acid (1 ml, 13 mmol) and a solution of ammonia (7N in methanol, 2 ml, 14 mmol) according to the method described in Example 27 to give 22.5 mg (87% yield) of the title compound. Purity 94%.